Dataset: the Open Reaction Database (ORD), a public repository of structured organic reaction records. Task: describe an organic reaction: reactants, conditions, products, and yield RXN SMILES: [Cl-].[NH4+].[Br:3][C:4]1[CH:9]=[C:8]([N+:10]([O-])=O)[CH:7]=[C:6]([F:13])[CH:5]=1>O.[Fe]>[Br:3][C:4]1[CH:9]=[C:8]([CH:7]=[C:6]([F:13])[CH:5]=1)[NH2:10] |f:0.1|. The reagents and catalysts are [Fe] (iron). Conditions: temperature 90 celsius. Isolated yield 58.4%. Run in O (water). Procedure details: A suspension of 29.0 g of iron powder and 20.0 g of ammonium chloride in 50 ml of water was heated to 90° C. with vigorous stirring. To this was added 24.0 g of 1-bromo-3-fluoro-5-nitrobenzene portionwise. The mixture was refluxed for 4 hours, cooled to room temperature and filtered to remove insoluble matter. The insoluble matter and the filtrate were extracted, respectively, with ethyl acetate. Both extracts were combined together and evaporated in vacuo to give 12.1 g of the title compound. V... Reactants: [Cl-].[NH4+] (ammonium chloride), BrC1=CC(=CC(=C1)[N+](=O)[O-])F (1-bromo-3-fluoro-5-nitrobenzene). Product: BrC=1C=C(N)C=C(C1)F (3-bromo-5-fluoroaniline).